This data is from the Open Reaction Database (ORD), a public repository of structured organic reaction records. The task is: describe an organic reaction: reactants, conditions, products, and yield Reactants: BrCC(=O)C=1C(=NOC1C)C1=CC=CC=C1 (4-(bromoacetyl)-5-methyl-3-phenylisoxazole), C(C=1C(O)=CC=CC1)=O (salicylaldehyde), C([O-])([O-])=O.[K+].[K+] (potassium carbonate). The solvent is CN(C)C=O (DMF). Conditions: time 2 hour. The product is O1C(=CC2=C1C=CC=C2)C(=O)C=2C(=NOC2C)C2=CC=CC=C2 (Benzofuran-2-yl-(5-methyl-3-phenyl-isoxazol-4-yl)-methanone). Yield: 86.0%. RXN SMILES: Br[CH2:2][C:3]([C:5]1[C:6]([C:11]2[CH:16]=[CH:15][CH:14]=[CH:13][CH:12]=2)=[N:7][O:8][C:9]=1[CH3:10])=[O:4].[CH:17](=O)[C:18]1[C:19](=[CH:21][CH:22]=[CH:23][CH:24]=1)[OH:20].C(=O)([O-])[O-].[K+].[K+]>CN(C=O)C>[O:20]1[C:19]2[CH:21]=[CH:22][CH:23]=[CH:24][C:18]=2[CH:17]=[C:2]1[C:3]([C:5]1[C:6]([C:11]2[CH:16]=[CH:15][CH:14]=[CH:13][CH:12]=2)=[N:7][O:8][C:9]=1[CH3:10])=[O:4] |f:2.3.4|. Reported procedure: To a solution of 4-(bromoacetyl)-5-methyl-3-phenylisoxazole (commercially available) (140 mg, 0.5 mmol) in DMF (0.5 mL) was added salicylaldehyde (61 mg, 53 μL, 0.5 mmol) followed by potassium carbonate (138 mg, 1.0 mmol) and the resulting mixture stirred vigorously at room temperature for 2 h. The mixture was then poured onto ice-water, and extracted with ethyl acetate. The combined organic layers were then washed with water and brine, dried over Na2SO4 and evaporated. Purification by chromatog... Reactants: Cl (hydrochloric acid), ClC1=CC=C(C=C1)CC(C(C(C)(C)OC1=C(C=C(C=C1)Cl)Cl)=O)N1N=CN=C1 (5(4-chlorophenyl)-2-(2,4-dichlorophenoxy)-2-methyl-4-(1,2,4-triazol-1-yl)-pentan-3-one), compound 2, [BH4-].[Na+] (sodium borohydride). As a reaction SMILES: [Cl:1][C:2]1[CH:7]=[CH:6][C:5]([CH2:8][CH:9]([N:24]2[CH:28]=[N:27][CH:26]=[N:25]2)[C:10](=[O:23])[C:11]([O:14][C:15]2[CH:20]=[CH:19][C:18]([Cl:21])=[CH:17][C:16]=2[Cl:22])([CH3:13])[CH3:12])=[CH:4][CH:3]=1.[BH4-].[Na+].Cl>CO>[ClH:1].[Cl:1][C:2]1[CH:7]=[CH:6][C:5]([CH2:8][CH:9]([N:24]2[CH:28]=[N:27][CH:26]=[N:25]2)[CH:10]([OH:23])[C:11]([O:14][C:15]2[CH:20]=[CH:19][C:18]([Cl:21])=[CH:17][C:16]=2[Cl:22])([CH3:13])[CH3:12])=[CH:4][CH:3]=1 |f:1.2,5.6|. The solvent is CO (methanol). Yield: 143.4%. Run at time 15 hour. Yields the product Cl.ClC1=CC=C(C=C1)CC(C(C(C)(C)OC1=C(C=C(C=C1)Cl)Cl)O)N1N=CN=C1 (5-(4-chlorophenyl)-2-(2,4-dichlorophenoxy)- 2-methyl-4-(1,2,4-triazol-1-yl)-pentan-3-ol hydrochloride). Reported procedure: 10 g (0.0228 mol) of 5(4-chlorophenyl)-2-(2,4-dichlorophenoxy)-2-methyl-4-(1,2,4-triazol-1-yl)-pentan-3-one, compound 2 of Example 2 hereinabove, were dissolved in 100 ml of methanol, 1 g of sodium borohydride was added in portions at 0° to 5° C., the mixture was subsequently stirred at room temperature for 15 hours, and 50 ml of 2N hydrochloric acid were added. After 4 hours, the mixture was concentrated by the solvent being distilled off in vacuo. The residue was taken up in 200 ml of methylen...